From a dataset of the Open Reaction Database (ORD), a public repository of structured organic reaction records. describe an organic reaction: reactants, conditions, products, and yield Reactants: ClC1=NC(=CN=C1)C1=CC=C(C=C1)C(F)(F)F (2-chloro-6-(4-(trifluoromethyl)phenyl]pyrazine), CC1=C(OCC(=O)OCC)C=CC(=C1)CNCCC (ethyl {2-methyl-4-[(propylamino)methyl]phenoxy}acetate), C(CCC)N(C1=NC(=CN=C1)C1=CC=C(C=C1)Cl)CC1=CC(=C(OCC(=O)OCC)C=C1)C (Ethyl [4-({butyl[6-(4-chlorophenyl)pyrazin-2-yl]amino}methyl)-2-methylphenoxy]acetate). Yields the product CC1=C(OCC(=O)OCC)C=CC(=C1)CN(C1=NC(=CN=C1)C1=CC=C(C=C1)C(F)(F)F)CCC (Ethyl {2-methyl-4-[(propyl{6-[4-(trifluoromethyl)phenyl]pyrazin-2-yl}amino)methyl]phenoxy}acetate). Reaction SMILES: Cl[C:2]1[CH:7]=[N:6][CH:5]=[C:4]([C:8]2[CH:13]=[CH:12][C:11]([C:14]([F:17])([F:16])[F:15])=[CH:10][CH:9]=2)[N:3]=1.[CH3:18][C:19]1[CH:31]=[C:30]([CH2:32][NH:33][CH2:34][CH2:35][CH3:36])[CH:29]=[CH:28][C:20]=1[O:21][CH2:22][C:23]([O:25][CH2:26][CH3:27])=[O:24].C(N(CC1C=CC(OCC(OCC)=O)=C(C)C=1)C1C=NC=C(C2C=CC(Cl)=CC=2)N=1)CCC>>[CH3:18][C:19]1[CH:31]=[C:30]([CH2:32][N:33]([CH2:34][CH2:35][CH3:36])[C:2]2[CH:7]=[N:6][CH:5]=[C:4]([C:8]3[CH:13]=[CH:12][C:11]([C:14]([F:17])([F:16])[F:15])=[CH:10][CH:9]=3)[N:3]=2)[CH:29]=[CH:28][C:20]=1[O:21][CH2:22][C:23]([O:25][CH2:26][CH3:27])=[O:24]. Yield: 11.5%. Procedure: Using 2-chloro-6-(4-(trifluoromethyl)phenyl]pyrazine (0.303 g, 1 mmol) and ethyl {2-methyl-4-[(propylamino)methyl]phenoxy}acetate (0.4 g, 1.5 mmol) and the synthetic procedure described for Intermediate 77. Purification by Biotage™ chromatography (Si, 40 g) eluting 9:1–7:3 cyclohexane:EtOAc afforded the title compound as a pale yellow oil (56 mg). The reactants are CCO, COc1ccc(C(F)(F)F)cc1[N+](=O)[O-]. Yields the product COc1ccc(C(F)(F)F)cc1N. As a reaction SMILES: [CH3:16][CH2:17][OH:18].[CH3:1][O:2][c:3]1[c:4]([N+:13]([O-:14])=[O:15])[cH:5][c:6]([C:9]([F:10])([F:11])[F:12])[cH:7][cH:8]1>>[CH3:1][O:2][c:3]1[c:4]([NH2:13])[cH:5][c:6]([C:9]([F:10])([F:11])[F:12])[cH:7][cH:8]1. The reactants are O=Cc1cc(Br)ccc1F, C[S-], CN(C)C=O, Cl, [Na+]. Product: CSc1ccc(Br)cc1C=O. RXN SMILES: [Br:1][c:2]1[cH:3][cH:4][c:5]([F:10])[c:6]([CH:7]=[O:8])[cH:9]1.[CH3:11][S-:12].[CH3:15][N:16]([CH3:17])[CH:18]=[O:19].[ClH:14].[Na+:13]>>[Br:1][c:2]1[cH:3][cH:4][c:5]([S:12][CH3:11])[c:6]([CH:7]=[O:8])[cH:9]1. The reactants are C[Si](C)(C)N=[N+]=[N-] (trimethylsilylazide), C(CCC)[Sn](CCCC)=O (dibutyltin (IV) oxide), C(#N)C1=CC(=NC=C1)N1CCN(CC1)C(=O)OCC(C)(C)C (2,2-Dimethylpropyl 4-(4-cyanopyridin-2-yl)-1-piperazinecarboxylate). The solvent is C1(=CC=CC=C1)C (toluene). The product is N1N=NN=C1C1=CC(=NC=C1)N1CCN(CC1)C(=O)OCC(C)(C)C (2,2-Dimethylpropyl 4-[4-(tetrazol-5-yl)pyridin-2-yl]-1-piperazinecarboxylate). RXN SMILES: [C:1]([C:3]1[CH:8]=[CH:7][N:6]=[C:5]([N:9]2[CH2:14][CH2:13][N:12]([C:15]([O:17][CH2:18][C:19]([CH3:22])([CH3:21])[CH3:20])=[O:16])[CH2:11][CH2:10]2)[CH:4]=1)#[N:2].C[Si]([N:27]=[N+:28]=[N-:29])(C)C.C([Sn](=O)CCCC)CCC>C1(C)C=CC=CC=1>[NH:27]1[C:1]([C:3]2[CH:8]=[CH:7][N:6]=[C:5]([N:9]3[CH2:10][CH2:11][N:12]([C:15]([O:17][CH2:18][C:19]([CH3:22])([CH3:21])[CH3:20])=[O:16])[CH2:13][CH2:14]3)[CH:4]=2)=[N:2][N:29]=[N:28]1. Procedure details: 2,2-Dimethylpropyl 4-(4-cyanopyridin-2-yl)piperazine-1-carboxylate (120 mg) obtained in Example 2 was dissolved in toluene (5 mL), and trimethylsilylazide (0.105 mL) and a catalytic amount of dibutyltin (IV) oxide were added thereto and heated under reflux for 8 hours. The solvent was evaporated away, and the resulting residue was isolated and purified through thin-layer silica gel chromatography (chloroform/methanol=9/1) to obtain 16.5 mg of the entitled compound as a colorless solid. The reactants are COc1ccc(Cn2ncc3c(NCc4ccccc4)c(C(=O)N(C)OC)cnc32)cc1, CCOC(C)=O, CC(Cl)Cl, O=C(O)C(F)(F)F. Product: CON(C)C(=O)c1cnc2[nH]ncc2c1NCc1ccccc1. As a reaction SMILES: [CH2:8]([c:9]1[cH:10][cH:11][cH:12][cH:13][cH:14]1)[NH:15][c:16]1[c:17]2[c:18]([n:19][cH:20][c:21]1[C:22](=[O:23])[N:24]([CH3:25])[O:26][CH3:27])[n:28]([CH2:31][c:32]1[cH:33][cH:34][c:35]([O:36][CH3:37])[cH:38][cH:39]1)[n:29][cH:30]2.[CH3:44][CH2:45][O:46][C:47](=[O:48])[CH3:49].[Cl:40][CH:41]([Cl:42])[CH3:43].[OH:1][C:2]([C:3]([F:4])([F:5])[F:6])=[O:7]>>[CH2:8]([c:9]1[cH:10][cH:11][cH:12][cH:13][cH:14]1)[NH:15][c:16]1[c:17]2[c:18]([n:19][cH:20][c:21]1[C:22](=[O:23])[N:24]([CH3:25])[O:26][CH3:27])[nH:28][n:29][cH:30]2. Reactants: BrC1=CC=C(C=C1)C=1N=C(SC1)N1C(OC[C@H]1CO)=O ((4R)-3-[4-(4-Bromophenyl)-1,3-thiazol-2-yl]-4-(hydroxymethyl)-1,3-oxazolidin-2-one), C(C)N(CC)S(F)(F)F ((diethylamino)sulfur trifluoride), C(Cl)Cl (methylene chloride), C(Cl)Cl (methylene chloride). Run at temperature -78 celsius, time 1 hour. Yields the product BrC1=CC=C(C=C1)C=1N=C(SC1)N1C(OC[C@H]1CCl)=O ((4S)-3-[4-(4-Bromophenyl)-1,3-thiazol-2-yl]-4-(chloromethyl)-1,3-oxazolidin-2-one). Isolated yield 14.0%. RXN SMILES: [Br:1][C:2]1[CH:7]=[CH:6][C:5]([C:8]2[N:9]=[C:10]([N:13]3[C@H:17]([CH2:18]O)[CH2:16][O:15][C:14]3=[O:20])[S:11][CH:12]=2)=[CH:4][CH:3]=1.C(N(S(F)(F)F)CC)C.C(Cl)[Cl:31]>>[Br:1][C:2]1[CH:7]=[CH:6][C:5]([C:8]2[N:9]=[C:10]([N:13]3[C@H:17]([CH2:18][Cl:31])[CH2:16][O:15][C:14]3=[O:20])[S:11][CH:12]=2)=[CH:4][CH:3]=1. Reported procedure: (4R)-3-[4-(4-Bromophenyl)-1,3-thiazol-2-yl]-4-(hydroxymethyl)-1,3-oxazolidin-2-one (80 mg, 0.23 mmol), prepared in Example 71, was dissolved in 5 mL methylene chloride and cooled to −78° C. A solution of (diethylamino)sulfur trifluoride (0.034 mL, 0.25 mmol) in 5 mL of methylene chloride was added dropwise. The mixture was stirred at −78° C. for 1 h then warmed to 25° C. The reaction was quenched by pouring over ice and was then diluted with water and methylene chloride. The layers were separate... The product is C1(=CC=CC=C1)C(CO)(C1=CC=CC=C1)C1=CC=CC=C1 (2,2,2-Triphenylethanol). Solvent: C1CCOC1 (THF), C1CCOC1 (THF). Run at temperature 0 celsius, time 20 minute. Procedure: To a suspension of LAH (3.9 g, 0.104 mol) in dry THF (200 mL) was stirred at 0° C. for 20 min. A solution of 2,2,2-triphenylacetic acid (10 g, 0.034 mol) in dry THF (50 mL) was added in a drop-wise manner. The reaction mixture was stirred at RT overnight. Excess LAH was quenched with 1.5 N HCl and the reaction mixture was further stirred for 2 h at RT. The reaction mixture was filtered through celite, washed with ethyl acetate and the filtrate was concentrated under vacuum. The crude product was... Starting materials: [H-].[H-].[H-].[H-].[Li+].[Al+3] (LAH), C1(=CC=CC=C1)C(C(=O)O)(C1=CC=CC=C1)C1=CC=CC=C1 (2,2,2-triphenylacetic acid). As a reaction SMILES: [H-].[H-].[H-].[H-].[Li+].[Al+3].[C:7]1([C:13]([C:23]2[CH:28]=[CH:27][CH:26]=[CH:25][CH:24]=2)([C:17]2[CH:22]=[CH:21][CH:20]=[CH:19][CH:18]=2)[C:14](O)=[O:15])[CH:12]=[CH:11][CH:10]=[CH:9][CH:8]=1>C1COCC1>[C:23]1([C:13]([C:7]2[CH:8]=[CH:9][CH:10]=[CH:11][CH:12]=2)([C:17]2[CH:18]=[CH:19][CH:20]=[CH:21][CH:22]=2)[CH2:14][OH:15])[CH:24]=[CH:25][CH:26]=[CH:27][CH:28]=1 |f:0.1.2.3.4.5|. The yield is 49.3%.